This data is from the Open Reaction Database (ORD), a public repository of structured organic reaction records. The task is: describe an organic reaction: reactants, conditions, products, and yield Reactants: [BH4-], O=C([O-])O, COCCOC, CSc1nc(C=CN(C)C)c([N+](=O)[O-])cc1Cl, Cl, [Na+], [Na+], O. Product: CSc1nc(CCO)c([N+](=O)[O-])cc1Cl. RXN SMILES: [BH4-:24].[C:19]([OH:20])(=[O:21])[O-:22].[CH3:26][O:27][CH2:28][CH2:29][O:30][CH3:31].[Cl:1][c:2]1[c:3]([S:16][CH3:17])[n:4][c:5]([CH:11]=[CH:12][N:13]([CH3:14])[CH3:15])[c:6]([N+:8](=[O:9])[O-:10])[cH:7]1.[ClH:18].[Na+:23].[Na+:25].[OH2:32]>>[Cl:1][c:2]1[c:3]([S:16][CH3:17])[n:4][c:5]([CH2:11][CH2:12][OH:20])[c:6]([N+:8](=[O:9])[O-:10])[cH:7]1. The reactants are ClC1=NC2=CC=C(C=C2C(=N1)N[C@@H]1[C@@H](CCCC1)NC(OC(C)(C)C)=O)C (tert-butyl (1R,2S)-2-[(2-chloro-6-methylquinazolin-4-yl)amino]cyclohexylcarbamate), COC1=CC=C(CN)C=C1 (4-methoxybenzylamine), C(C)(=O)O (acetic acid). Reagents/catalysts: CN(C1=CC=NC=C1)C (4-dimethylaminopyridine). The solvent is CN1C(CCC1)=O (N-methyl-2-pyrrolidone). Conditions: temperature 110 celsius, time 24 hour. Yields the product COC1=CC=C(CNC2=NC3=CC=C(C=C3C(=N2)N[C@@H]2[C@@H](CCCC2)NC(OC(C)(C)C)=O)C)C=C1 (tert-butyl (1R,2S)-2-({2-[(4-methoxybenzyl)amino]-6-methylquinazolin-4-yl}amino)cyclohexylcarbamate). The yield is 101.4%. As a reaction SMILES: Cl[C:2]1[N:11]=[C:10]([NH:12][C@H:13]2[CH2:18][CH2:17][CH2:16][CH2:15][C@H:14]2[NH:19][C:20](=[O:26])[O:21][C:22]([CH3:25])([CH3:24])[CH3:23])[C:9]2[C:4](=[CH:5][CH:6]=[C:7]([CH3:27])[CH:8]=2)[N:3]=1.[CH3:28][O:29][C:30]1[CH:37]=[CH:36][C:33]([CH2:34][NH2:35])=[CH:32][CH:31]=1.C(O)(=O)C>CN1CCCC1=O.CN(C)C1C=CN=CC=1>[CH3:28][O:29][C:30]1[CH:37]=[CH:36][C:33]([CH2:34][NH:35][C:2]2[N:11]=[C:10]([NH:12][C@H:13]3[CH2:18][CH2:17][CH2:16][CH2:15][C@H:14]3[NH:19][C:20](=[O:26])[O:21][C:22]([CH3:25])([CH3:23])[CH3:24])[C:9]3[C:4](=[CH:5][CH:6]=[C:7]([CH3:27])[CH:8]=3)[N:3]=2)=[CH:32][CH:31]=1. Procedure details: To a solution of 4.00 g of tert-butyl (1R,2S)-2-[(2-chloro-6-methylquinazolin-4-yl)amino]cyclohexylcarbamate and 5.91 g of 4-methoxybenzylamine in 30 ml of N-methyl-2-pyrrolidone, 100 mg of 4-dimethylaminopyridine was added, and then the mixture was stirred at 110° C. for 24 hours. The reaction solvent was mixed with an aqueous 5% acetic acid solution and then extracted with ethyl acetate. The organic layer was washed with water and saturated brine, and then dried. The solvent was distilled off ... The reactants are FC=1C=C2[C@@H](N(C=3C=CC=CC3C2=CC1)S(=O)(=O)C1=CC=C(C=C1)O)C (4-[(S)-8-fluoro-6-methyl-6H-phenanthridine-5-sulfonyl]-phenol), B(Br)(Br)Br (boron tribromide), C1=CCCCC1 (cyclohexene). The product is C[C@@H]1N(C=2C=CC=CC2C2=CC=CC=C12)S(=O)(=O)C1=CC=C(C=C1)O (4-[(S)-6-Methyl-6H-phenanthridine-5-sulfonyl]-phenol). Reaction SMILES: F[C:2]1[CH:3]=[C:4]2[C:13](=[CH:14][CH:15]=1)[C:12]1[CH:11]=[CH:10][CH:9]=[CH:8][C:7]=1[N:6]([S:16]([C:19]1[CH:24]=[CH:23][C:22]([OH:25])=[CH:21][CH:20]=1)(=[O:18])=[O:17])[C@H:5]2[CH3:26].B(Br)(Br)Br.C1CCCCC=1>>[CH3:26][C@H:5]1[C:4]2[C:13](=[CH:14][CH:15]=[CH:2][CH:3]=2)[C:12]2[CH:11]=[CH:10][CH:9]=[CH:8][C:7]=2[N:6]1[S:16]([C:19]1[CH:20]=[CH:21][C:22]([OH:25])=[CH:23][CH:24]=1)(=[O:18])=[O:17]. Procedure: The title compound was prepared in the same manner as 4-[(S)-8-fluoro-6-methyl-6H-phenanthridine-5-sulfonyl]-phenol (example 8) using boron tribromide (1 M solution in dichloromethane) and cyclohexene.